Dataset: the Open Reaction Database (ORD), a public repository of structured organic reaction records. Task: describe an organic reaction: reactants, conditions, products, and yield The reactants are C(C)(=O)N1CCC2=CC(=C(C=C12)OCC1=CCN(CC1)C)Br (1-acetyl-5-bromo-6-[(1-methyl-1,2,5,6-tetrahydropyridine-4-yl)methoxy]indoline), C1(=CC=CC=C1)C (toluene), 8b. The solvent is C1=CC=CC=C1 (benzene). The product is C(C)(=O)N1CCC2=CC3=C(C=C12)OCC31CCN(CC1)C (7-Acetyl-1'-methyl-2,3,5,6-tetrahydrospiro[furo[3,2-f]indole-3,4'-piperidine]), solid. Isolated yield 94.0%. RXN SMILES: [C:1]([N:4]1[C:12]2[C:7](=[CH:8][C:9](Br)=[C:10]([O:13][CH2:14][C:15]3[CH2:20][CH2:19][N:18]([CH3:21])[CH2:17][CH:16]=3)[CH:11]=2)[CH2:6][CH2:5]1)(=[O:3])[CH3:2].C1(C)C=CC=CC=1>C1C=CC=CC=1>[C:1]([N:4]1[C:12]2[C:7](=[CH:8][C:9]3[C:15]4([CH2:20][CH2:19][N:18]([CH3:21])[CH2:17][CH2:16]4)[CH2:14][O:13][C:10]=3[CH:11]=2)[CH2:6][CH2:5]1)(=[O:3])[CH3:2]. Procedure details: The title compound was prepared from 1-acetyl-5-bromo-6-[(1-methyl-1,2,5,6-tetrahydropyridine-4-yl)methoxy]indoline (D65) using a similar procedure to Description 8b in WO96/19477, but with toluene at 80° C. in place of refluxing benzene. The product was obtained from the acid/base purification as a beige solid (94%). Starting materials: CC(C)CC(CC(=O)O)C(=O)OCc1ccccc1, O=C(Cl)C(=O)Cl, ClCCl. Yields the product CC(C)CC(CC(=O)Cl)C(=O)OCc1ccccc1. As a reaction SMILES: [C:1](=[O:2])([OH:3])[CH2:4][CH:5]([C:6](=[O:7])[O:8][CH2:9][c:10]1[cH:11][cH:12][cH:13][cH:14][cH:15]1)[CH2:16][CH:17]([CH3:18])[CH3:19].[Cl:20][C:21]([C:22]([Cl:23])=[O:24])=[O:25].[Cl:26][CH2:27][Cl:28]>>[C:1](=[O:2])([CH2:4][CH:5]([C:6](=[O:7])[O:8][CH2:9][c:10]1[cH:11][cH:12][cH:13][cH:14][cH:15]1)[CH2:16][CH:17]([CH3:18])[CH3:19])[Cl:20]. The reactants are FC(C1=C(CBr)C=CC=C1)(F)F (o-trifluoromethylbenzyl bromide), [C-]#N.[K+] (potassium cyanide), C(C)O (ethanol). The solvent is O (water), O (water). Yields the product FC(C1=C(C=CC=C1)CC#N)(F)F (o-Trifluoromethylphenylacetonitrile). RXN SMILES: [F:1][C:2]([F:12])([F:11])[C:3]1[CH:10]=[CH:9][CH:8]=[CH:7][C:4]=1[CH2:5]Br.[C-:13]#[N:14].[K+].C(O)C>O>[F:1][C:2]([F:12])([F:11])[C:3]1[CH:10]=[CH:9][CH:8]=[CH:7][C:4]=1[CH2:5][C:13]#[N:14] |f:1.2|. Procedure details: A mixture of 75 g. (0.31 mole) of o-trifluoromethylbenzyl bromide, 120 g. (0.55 mole) of potassium cyanide, 150 ml. of water and 600 ml. of absolute ethanol is stirred and heated under reflux for 20 hours. The reaction mixture is diluted with 4 liters of water and is extracted with 500 ml. of ether. The extract is dried over anhydrous potassium carbonate and evaporated. Distillation gives 45 g. of the desired product b.p. 103°-105° C./10 mm. The reactants are BrC1=CC=C(C=C1)C1=C2C=CC(NC2=CC=N1)=O (5-(4-bromophenyl)-1,6-naphthyridin-2(1H)-one), cuprous cyanide, CN(C=O)C (dimethylformamide). Run at time 96 hour. The product is C(#N)C1=CC=C(C=C1)C1=C2C=CC(NC2=CC=N1)=O (5-(4-cyanophenyl)-1,6-naphthyridin-2(1H)-one). RXN SMILES: Br[C:2]1[CH:7]=[CH:6][C:5]([C:8]2[N:17]=[CH:16][CH:15]=[C:14]3[C:9]=2[CH:10]=[CH:11][C:12](=[O:18])[NH:13]3)=[CH:4][CH:3]=1.[CH3:19][N:20](C)C=O>>[C:19]([C:2]1[CH:7]=[CH:6][C:5]([C:8]2[N:17]=[CH:16][CH:15]=[C:14]3[C:9]=2[CH:10]=[CH:11][C:12](=[O:18])[NH:13]3)=[CH:4][CH:3]=1)#[N:20]. Reported procedure: A mixture containing 15 g of 5-(4-bromophenyl)-1,6-naphthyridin-2(1H)-one, 300 ml of dimethylformamide and 8.6 g of cuprous cyanide was refluxed with stirring for 96 hours, cooled and stripped to dryness using a rotary evaporator. To the residue was added 300 ml of concentrated aqueous ammonium hydroxide solution and 20 ml of glacial acidic acid. The resulting mixture was chilled in ice, next treated with 71 ml of (5.25% aqueous sodium hypochlorite solution, then stirred in an ice bath for 3 hou... Reaction SMILES: P([O-])(OCC)(SCC)=[S:2].[Cl:10][C:11]1[CH:16]=[CH:15][C:14]([C@@H:17]2[O:23][CH2:22][CH2:21][N:20]([C:24]([O:26][C:27]([CH3:30])([CH3:29])[CH3:28])=[O:25])[CH2:19][C@H:18]2[CH2:31][N:32]2[CH:37]=[CH:36][CH:35]=[C:34]([C:38]#[N:39])[C:33]2=[O:40])=[CH:13][C:12]=1[F:41].C(OC(OC(C)(C)C)=O)(OC(C)(C)C)=O.O>C(OCC)(=O)C.Cl.C(=O)([O-])O.[Na+].C(OCC)(=O)C>[C:38]([C:34]1[C:33](=[O:40])[N:32]([CH2:31][C@H:18]2[C@H:17]([C:14]3[CH:15]=[CH:16][C:11]([Cl:10])=[C:12]([F:41])[CH:13]=3)[O:23][CH2:22][CH2:21][N:20]([C:24]([O:26][C:27]([CH3:28])([CH3:29])[CH3:30])=[O:25])[CH2:19]2)[CH:37]=[CH:36][CH:35]=1)(=[S:2])[NH2:39] |f:4.5,6.7|. Yields the product C(N)(=S)C=1C(N(C=CC1)C[C@@H]1CN(CCO[C@H]1C1=CC(=C(C=C1)Cl)F)C(=O)OC(C)(C)C)=O (tert-butyl (6R,7R)-6-[(3-carbamothioyl-2-oxopyridin-1(2H)-yl)methyl]-7-(4-chloro-3-fluorophenyl)-1,4-oxazepane-4-carboxylate). Reported procedure: Diethyl dithiophosphate (0.189 mL, 1.13 mmol) was added to a solution (5 mL, 20.00 mmol) of tert-butyl (6R,7R)-7-(4-chloro-3-fluorophenyl)-6-[(3-cyano-2-oxopyridin-1(2H)-yl)methyl]-1,4-oxazepane-4-carboxylate (348 mg, 0.75 mmol) in 4 N hydrogen chloride-ethyl acetate. The reaction mixture was stirred at room temperature overnight. The reaction mixture was concentrated under reduced pressure. The residue was diluted with saturated aqueous sodium hydrogen carbonate solution (10 mL) and ethyl aceta... The yield is 40.2%. Solvent: C(C)(=O)OCC.Cl (hydrogen chloride-ethyl acetate), C(O)([O-])=O.[Na+] (sodium hydrogen carbonate), C(C)(=O)OCC (ethyl acetate). Reactants: O (water), P(=S)(SCC)(OCC)[O-] (Diethyl dithiophosphate), ClC1=C(C=C(C=C1)[C@H]1[C@@H](CN(CCO1)C(=O)OC(C)(C)C)CN1C(C(=CC=C1)C#N)=O)F (tert-butyl (6R,7R)-7-(4-chloro-3-fluorophenyl)-6-[(3-cyano-2-oxopyridin-1(2H)-yl)methyl]-1,4-oxazepane-4-carboxylate), C(=O)(OC(C)(C)C)OC(=O)OC(C)(C)C (di-tert-butyl dicarbonate). Run at time 8 hour. The reactants are CCC(C)(C)OO, C=C(C)c1ccccc1, O, Oc1ccccc1. Yields the product CCC(C)(C)OOC(C)(C)c1ccccc1. RXN SMILES: [C:10]([CH3:11])([CH3:12])([CH2:13][CH3:14])[O:15][OH:16].[CH3:1][C:2](=[CH2:3])[c:4]1[cH:5][cH:6][cH:7][cH:8][cH:9]1.[OH2:24].[OH:17][c:18]1[cH:19][cH:20][cH:21][cH:22][cH:23]1>>[CH3:1][C:2]([CH3:3])([c:4]1[cH:5][cH:6][cH:7][cH:8][cH:9]1)[O:16][O:15][C:10]([CH3:11])([CH3:12])[CH2:13][CH3:14]. Reactants: COC=1C=C(CC2N(CCCC3=C2C=C(C(=C3)OC)OC)C(C(=O)O)C3=CC=CC=C3)C=CC1OC ([1-(3,4-dimethoxy-benzyl)-7,8-dimethoxy-1,3,4,5-tetrahydro-benzo[c]azepin-2-yl]-phenyl-acetic acid), COC(CCN)=O (3-amino-propionic acid methyl ester). The product is COC(CCNC(C(C1=CC=CC=C1)N1C(C2=C(CCC1)C=C(C(=C2)OC)OC)CC2=CC(=C(C=C2)OC)OC)=O)=O (3-{2-[1-(3,4-Dimethoxy-benzyl)-7,8-dimethoxy-1,3,4,5-tetrahydro-benzo[c]azepin-2-yl]-2-phenyl-acetylamino}-propionic acid methyl ester). As a reaction SMILES: [CH3:1][O:2][C:3]1[CH:4]=[C:5]([CH:32]=[CH:33][C:34]=1[O:35][CH3:36])[CH2:6][CH:7]1[C:13]2[CH:14]=[C:15]([O:20][CH3:21])[C:16]([O:18][CH3:19])=[CH:17][C:12]=2[CH2:11][CH2:10][CH2:9][N:8]1[CH:22]([C:26]1[CH:31]=[CH:30][CH:29]=[CH:28][CH:27]=1)[C:23](O)=[O:24].[CH3:37][O:38][C:39](=[O:43])[CH2:40][CH2:41][NH2:42]>>[CH3:37][O:38][C:39](=[O:43])[CH2:40][CH2:41][NH:42][C:23](=[O:24])[CH:22]([N:8]1[CH2:9][CH2:10][CH2:11][C:12]2[CH:17]=[C:16]([O:18][CH3:19])[C:15]([O:20][CH3:21])=[CH:14][C:13]=2[CH:7]1[CH2:6][C:5]1[CH:32]=[CH:33][C:34]([O:35][CH3:36])=[C:3]([O:2][CH3:1])[CH:4]=1)[C:26]1[CH:31]=[CH:30][CH:29]=[CH:28][CH:27]=1. Procedure: prepared by reaction of [1-(3,4-dimethoxy-benzyl)-7,8-dimethoxy-1,3,4,5-tetrahydro-benzo[c]azepin-2-yl]-phenyl-acetic acid with 3-amino-propionic acid methyl ester.